The task is: describe an organic reaction: reactants, conditions, products, and yield. This data is from the Open Reaction Database (ORD), a public repository of structured organic reaction records. Reactants: COC1=CC=C(C=C1)C=1CCC(NN1)=O (6-(4-methoxy-phenyl)-4,5-dihydro-2H-pyridazin-3-one), [OH-].[K+].CCO (KOH EtOH), ice H2O, C(C1=CC=CC=C1)=O (benzaldehyde). The solvent is CCO (EtOH). Conditions: temperature 80 celsius, time 5 minute. The product is C(C1=CC=CC=C1)C=1C(NN=C(C1)C1=CC=C(C=C1)OC)=O (4-Benzyl-6-(4-methoxy-phenyl)-2H-pyridazin-3-one). The yield is 76.0%. As a reaction SMILES: [CH3:1][O:2][C:3]1[CH:8]=[CH:7][C:6]([C:9]2[CH2:10][CH2:11][C:12](=[O:15])[NH:13][N:14]=2)=[CH:5][CH:4]=1.[OH-].[K+].CCO.[CH:21](=O)[C:22]1[CH:27]=[CH:26][CH:25]=[CH:24][CH:23]=1>CCO>[CH2:21]([C:11]1[C:12](=[O:15])[NH:13][N:14]=[C:9]([C:6]2[CH:7]=[CH:8][C:3]([O:2][CH3:1])=[CH:4][CH:5]=2)[CH:10]=1)[C:22]1[CH:27]=[CH:26][CH:25]=[CH:24][CH:23]=1 |f:1.2.3|. Reported procedure: 6-(4-methoxy-phenyl)-4,5-dihydro-2H-pyridazin-3-one (1.65 g, 7.5 mmol) in 15 mL of EtOH was heated to 80° C. as 20 mL of 4% of KOH/EtOH solution was added dropwise. After 5 min., benzaldehyde (1.0 eq. 0.76 mL) was added and the mixture stirred at 80° C. for 2 h. The reaction was cooled to rt., poured into ice-H2O (75 mL) and the resulting solid was collected and crystallized from EtOH to give 1.67 g (76%) of intermediate 4-benzyl-6-(4-methoxy-phenyl)-2H-pyridazin-3-one: MS m/z 293 (M+H). This in... Starting materials: 2-fornyl-5-furancarboxylic acid, Cl.NO (hydroxylamine hydrochloride), N1=CC=CC=C1 (pyridine), O (water), C(C)(=O)OC(C)=O (acetic anhydride). Reaction conditions: temperature 85 celsius, time 3 hour. Product: C(#N)C=1OC(=CC1)C(=O)O (2-Cyano-5-furancarboxylic acid). Isolated yield 90.0%. RXN SMILES: Cl.N[OH:3].[C:4]([O:7]C(=O)C)(=[O:6])C.O.[N:12]1[CH:17]=[CH:16][CH:15]=[CH:14][CH:13]=1>>[C:17]([C:16]1[O:3][C:13]([C:4]([OH:7])=[O:6])=[CH:14][CH:15]=1)#[N:12] |f:0.1|. Procedure details: To a solution of 2-fornyl-5-furancarboxylic acid (0.28 g, 2.0 mol) in pyridine (5.0 mL) was added hydroxylamine hydrochloride (“NH2OH.HCl”) (0.27 g, 4.0 mol). The mixture was heated to 85° C. before the addition of acetic anhydride (4.0 ml). The reaction mixture was stirred at 85° C. for 3 h, cooled to 60° C. and poured into water (25 mL). The mixture was cooled to room temperature and stirred overnight (the pH of the solution was measured to be 5-6). The impurities were extracted with a solutio... Starting materials: CCS, CN(C)C=O, [H-], COc1cc(N)c(Cl)cc1C(=O)O, [Na+]. Product: Nc1cc(O)c(C(=O)O)cc1Cl. RXN SMILES: [CH2:3]([SH:4])[CH3:5].[CH3:19][N:20]([CH3:21])[CH:22]=[O:23].[H-:1].[NH2:6][c:7]1[cH:8][c:9]([O:17][CH3:18])[c:10]([C:11](=[O:12])[OH:13])[cH:14][c:15]1[Cl:16].[Na+:2]>>[NH2:6][c:7]1[cH:8][c:9]([OH:17])[c:10]([C:11](=[O:12])[OH:13])[cH:14][c:15]1[Cl:16]. The reactants are C(C)(C)(C)OC(COC1=C(C=C(C=C1)C#N)C#C)=O (tert-butyl(4-cyano-2-ethynylphenoxy)acetate), BrC1=C(C=CC(=C1)S(=O)(=O)C(C)C)C (2-bromo-4-(isopropylsulfonyl)-1-methylbenzene), C(C)(C)(C)OC(COC1=C(C=C(C=C1)C#N)C#C)=O (tert-butyl(4-cyano-2-ethynylphenoxy)acetate), BrC1=C(C=CC(=C1)S(=O)(=O)C(C)C)C (2-bromo-4-(isopropylsulfonyl)-1-methylbenzene). Yields the product C(#N)C1=CC(=C(OCC(=O)O)C=C1)C#CC1=C(C=CC(=C1)S(=O)(=O)C(C)C)C ((4-cyano-2-{[5-(isopropylsulfonyl)-2-methylphenyl]ethynyl}phenoxy)acetic acid). RXN SMILES: C([O:5][C:6](=[O:19])[CH2:7][O:8][C:9]1[CH:14]=[CH:13][C:12]([C:15]#[N:16])=[CH:11][C:10]=1[C:17]#[CH:18])(C)(C)C.Br[C:21]1[CH:26]=[C:25]([S:27]([CH:30]([CH3:32])[CH3:31])(=[O:29])=[O:28])[CH:24]=[CH:23][C:22]=1[CH3:33]>>[C:15]([C:12]1[CH:13]=[CH:14][C:9]([O:8][CH2:7][C:6]([OH:5])=[O:19])=[C:10]([C:17]#[C:18][C:23]2[CH:24]=[C:25]([S:27]([CH:30]([CH3:31])[CH3:32])(=[O:28])=[O:29])[CH:26]=[CH:21][C:22]=2[CH3:33])[CH:11]=1)#[N:16]. Procedure: Following the general method as outlined in Example 37, starting from tert-butyl(4-cyano-2-ethynyl phenoxy)acetate (Intermediate 46) and 2-bromo-4-(isopropylsulfonyl)-1-methylbenzene (Intermediate 64), the title compound was obtained as a yellow solid. Reactants: ClC1=CC=C2C(C(=O)OC(N2)=O)=C1 (5-chloroisatoic anhydride), N1(C=NC=C1)CCCN (1H-imidazole-1-propanamine). The product is NC1=C(C(=O)NCCCN2C=NC=C2)C=C(C=C1)Cl (2-Amino-5-chloro-N-[3-(1H-imidazol-1-yl)propyl]benzamide). Reaction SMILES: [Cl:1][C:2]1[CH:13]=[C:6]2[C:7]([O:9]C(=O)[NH:11][C:5]2=[CH:4][CH:3]=1)=O.[N:14]1([CH2:19][CH2:20][CH2:21][NH2:22])[CH:18]=[CH:17][N:16]=[CH:15]1>>[NH2:11][C:5]1[CH:4]=[CH:3][C:2]([Cl:1])=[CH:13][C:6]=1[C:7]([NH:22][CH2:21][CH2:20][CH2:19][N:14]1[CH:18]=[CH:17][N:16]=[CH:15]1)=[O:9]. Reported procedure: When 5-chloroisatoic anhydride was reacted with 1H-imidazole-1-propanamine by the procedure of Example 11, the above compound, mp 155°-157° C., was obtained. Reactants: C(C)(C)(C)C1=CC=C(CN2C(N(CCC2)CC2=CC=C(C=C2)[N+](=O)[O-])=O)C=C1 (1-(4-tert-butylbenzyl)-3-(4-nitrobenzyl)-tetrahydropyrimidin-2-one), [H][H] (hydrogen). Solvent: CO (MeOH). Yields the product NC1=CC=C(CN2C(N(CCC2)CC2=CC=C(C=C2)C(C)(C)C)=O)C=C1 (1-(4-aminobenzyl)-3-(4-tert-butylbenzyl)tetrahydropyrimidin-2-one). Reaction SMILES: [C:1]([C:5]1[CH:28]=[CH:27][C:8]([CH2:9][N:10]2[CH2:15][CH2:14][CH2:13][N:12]([CH2:16][C:17]3[CH:22]=[CH:21][C:20]([N+:23]([O-])=O)=[CH:19][CH:18]=3)[C:11]2=[O:26])=[CH:7][CH:6]=1)([CH3:4])([CH3:3])[CH3:2].[H][H]>CO>[NH2:23][C:20]1[CH:19]=[CH:18][C:17]([CH2:16][N:12]2[CH2:13][CH2:14][CH2:15][N:10]([CH2:9][C:8]3[CH:27]=[CH:28][C:5]([C:1]([CH3:4])([CH3:2])[CH3:3])=[CH:6][CH:7]=3)[C:11]2=[O:26])=[CH:22][CH:21]=1. Procedure: To a solution of 1-(4-tert-butylbenzyl)-3-(4-nitrobenzyl)tetrahydropyrimidin-2-one (K) (500 mg, 1.31 mmol) in abs. MeOH (50 mL) palladium on charcoal (5%, 600 mg) was added. The reaction mixture was subjected to a hydrogen pressure of 2 bar for 20 min at RT. The catalyst was separated by filtration through Celite and the filtrate was concentrated in vacuo. The desired product 1-(4-aminobenzyl)-3-(4-tert-butylbenzyl)-tetrahydropyrimidin-2-one (L) was obtained as a colorless oil (364 mg, 79% of th... Starting materials: O1C(COCC1=O)=O (1,4-dioxane-2,6-dione), C(CCCCCCCCCCC)O (n-dodecanol), Cl (HCl). Solvent: N1=CC=CC=C1 (pyridine). Reaction conditions: time 5 minute. Product: O(CC(=O)O)CC(=O)OCCCCCCCCCCCC (1--DODECYL HYDROGEN OXYBISACETATE). RXN SMILES: [CH2:1]([OH:13])[CH2:2][CH2:3][CH2:4][CH2:5][CH2:6][CH2:7][CH2:8][CH2:9][CH2:10][CH2:11][CH3:12].[O:14]1[C:19](=[O:20])[CH2:18][O:17][CH2:16][C:15]1=[O:21].Cl>N1C=CC=CC=1>[O:17]([CH2:18][C:19]([O:13][CH2:1][CH2:2][CH2:3][CH2:4][CH2:5][CH2:6][CH2:7][CH2:8][CH2:9][CH2:10][CH2:11][CH3:12])=[O:20])[CH2:16][C:15]([OH:21])=[O:14]. Reported procedure: 18.6 g n-dodecanol was dissolved in 25 ml pyridine on a steam bath. When 11.6 g of 1,4-dioxane-2,6-dione was added with stirring, the mixture quickly reached 80° C. After 5 minutes the solution was allowed to cool to room temperature and, after 2 hours, was poured into 200 ml 1 N HCl. The gel which precipitated was extracted with 300 ml ether, washed three times, with 0.1 N HCl and dried over Na2SO4. The ether was evaporated and the resulting clear oil was taken up in petroleum ether. Agitation ... Reactants: CCCCCCCCCCCC(=O)OC(CCCCCCCCCCC)CC(=O)O, NC(CO)C(=O)OCc1ccccc1, ClCCCl, CI, ClCCl. Product: CCCCCCCCCCCC(=O)OC(CCCCCCCCCCC)CC(=O)NC(CO)C(=O)OCc1ccccc1. RXN SMILES: [C:15]([CH2:16][CH2:17][CH2:18][CH2:19][CH2:20][CH2:21][CH2:22][CH2:23][CH2:24][CH2:25][CH3:26])(=[O:27])[O:28][CH:29]([CH2:30][C:31](=[O:32])[OH:33])[CH2:34][CH2:35][CH2:36][CH2:37][CH2:38][CH2:39][CH2:40][CH2:41][CH2:42][CH2:43][CH3:44].[CH2:1]([c:2]1[cH:3][cH:4][cH:5][cH:6][cH:7]1)[O:8][C:9]([CH:10]([NH2:11])[CH2:12][OH:13])=[O:14].[CH2:45]([Cl:46])[CH2:47][Cl:48].[CH3:49][I:50].[Cl:51][CH2:52][Cl:53]>>[CH2:1]([c:2]1[cH:3][cH:4][cH:5][cH:6][cH:7]1)[O:8][C:9]([CH:10]([NH:11][C:31]([CH2:30][CH:29]([O:28][C:15]([CH2:16][CH2:17][CH2:18][CH2:19][CH2:20][CH2:21][CH2:22][CH2:23][CH2:24][CH2:25][CH3:26])=[O:27])[CH2:34][CH2:35][CH2:36][CH2:37][CH2:38][CH2:39][CH2:40][CH2:41][CH2:42][CH2:43][CH3:44])=[O:32])[CH2:12][OH:13])=[O:14]. Reactants: C1CCOC1, COC(=O)c1ccc2c(c1)C1(CC1c1ccc(F)cc1)C(=O)N2Cc1cccc(F)c1, CO, [Li+], [OH-], O. Product: O=C(O)c1ccc2c(c1)C1(CC1c1ccc(F)cc1)C(=O)N2Cc1cccc(F)c1. Reaction SMILES: [CH2:36]1[O:37][CH2:38][CH2:39][CH2:40]1.[CH3:1][O:2][C:3](=[O:4])[c:5]1[cH:6][c:7]2[c:8]([cH:9][cH:10]1)[N:11]([CH2:24][c:25]1[cH:26][c:27]([F:31])[cH:28][cH:29][cH:30]1)[C:12](=[O:23])[C:13]21[CH:14]([c:16]2[cH:17][cH:18][c:19]([F:22])[cH:20][cH:21]2)[CH2:15]1.[CH3:34][OH:35].[Li+:32].[OH-:33].[OH2:41]>>[O:2]=[C:3]([OH:4])[c:5]1[cH:6][c:7]2[c:8]([cH:9][cH:10]1)[N:11]([CH2:24][c:25]1[cH:26][c:27]([F:31])[cH:28][cH:29][cH:30]1)[C:12](=[O:23])[C:13]21[CH:14]([c:16]2[cH:17][cH:18][c:19]([F:22])[cH:20][cH:21]2)[CH2:15]1. The reactants are CC1(CC(C2=C(C(=C(S2)N2CCOCC2)C2=CC(=NC(=C2)C2=CC=CC=C2)OCC2=CC=C(C=C2)OC)C1)=O)C (5,5-Dimethyl-3-{2-[(4-Methoxybenzyl)oxy]-6-phenylpyridin-4-yl}-2-(morpholin-4-yl)-5,6-dihydro-1-benzothiophen-7(4H)-one). Solvent: FC(C(=O)O)(F)F (trifluoroacetic acid). Product: CC1(CC(C2=C(C(=C(S2)N2CCOCC2)C2=CC(NC(=C2)C2=CC=CC=C2)=O)C1)=O)C (4-(5,5-Dimethyl-2-(morpholin-4-yl)-7-oxo-4,5,6,7-tetrahydro-1-benzothien-3-yl)-6-phenylpyridin-2(1H)-one). The yield is 42.5%. RXN SMILES: [CH3:1][C:2]1([CH3:40])[CH2:38][C:6]2[C:7]([C:16]3[CH:21]=[C:20]([C:22]4[CH:27]=[CH:26][CH:25]=[CH:24][CH:23]=4)[N:19]=[C:18]([O:28]CC4C=CC(OC)=CC=4)[CH:17]=3)=[C:8]([N:10]3[CH2:15][CH2:14][O:13][CH2:12][CH2:11]3)[S:9][C:5]=2[C:4](=[O:39])[CH2:3]1>FC(F)(F)C(O)=O>[CH3:1][C:2]1([CH3:40])[CH2:38][C:6]2[C:7]([C:16]3[CH:21]=[C:20]([C:22]4[CH:27]=[CH:26][CH:25]=[CH:24][CH:23]=4)[NH:19][C:18](=[O:28])[CH:17]=3)=[C:8]([N:10]3[CH2:15][CH2:14][O:13][CH2:12][CH2:11]3)[S:9][C:5]=2[C:4](=[O:39])[CH2:3]1. Procedure: A solution of Example 339 (36 mg, 0.065 mmol) in trifluoroacetic acid (10 mL) was heated at reflux for 4 h. The solvent was removed in vacuo and the residue was purified by column chromatography (SiO2, 0-100% EtOAc/heptane) to give the title compound (12 mg, 42%) as an off-white solid. δH (CDCl3) 7.70-7.64 (2H, m), 7.58-7.52 (3H, m), 6.70 (1H, d, J 1.3 Hz), 6.46 (1H, d, J 1.3 Hz), 3.77-3.70 (4H, m), 3.17-3.11 (4H, m), 2.61 (2H, s), 2.45 (2H, s), 1.07 (6H, s). LCMS (ES+) 435.3 (M+H)+.